From a dataset of the Open Reaction Database (ORD), a public repository of structured organic reaction records. describe an organic reaction: reactants, conditions, products, and yield Starting materials: Cn1cc(-c2nc(NC3CCCCC3NC(=O)OC(C)(C)C)cc3c2C(=O)NC3)cn1, ClCCl, O=C(O)C(F)(F)F. Yields the product Cn1cc(-c2nc(NC3CCCCC3N)cc3c2C(=O)NC3)cn1. RXN SMILES: [CH3:1][n:2]1[n:3][cH:4][c:5](-[c:7]2[n:8][c:9]([NH:17][CH:18]3[CH:19]([NH:24][C:25](=[O:26])[O:27][C:28]([CH3:29])([CH3:30])[CH3:31])[CH2:20][CH2:21][CH2:22][CH2:23]3)[cH:10][c:11]3[c:12]2[C:13](=[O:16])[NH:14][CH2:15]3)[cH:6]1.[Cl:39][CH2:40][Cl:41].[F:32][C:33]([F:34])([F:35])[C:36]([OH:37])=[O:38]>>[CH3:1][n:2]1[n:3][cH:4][c:5](-[c:7]2[n:8][c:9]([NH:17][CH:18]3[CH:19]([NH2:24])[CH2:20][CH2:21][CH2:22][CH2:23]3)[cH:10][c:11]3[c:12]2[C:13](=[O:16])[NH:14][CH2:15]3)[cH:6]1. As a reaction SMILES: [CH2:24]1[O:25][CH2:26][CH2:27][CH2:28]1.[CH3:1][CH2:2][CH2:3][CH2:4][Li:5].[CH3:29][CH2:30][O:31][CH2:32][CH3:33].[ClH:23].[F:6][c:7]1[cH:8][cH:9][c:10](-[c:13]2[cH:14][n:15][cH:16][o:17]2)[cH:11][cH:12]1.[O:18]=[CH:19][N:20]([CH3:21])[CH3:22]>>[F:6][c:7]1[cH:8][cH:9][c:10](-[c:13]2[cH:14][n:15][c:16]([CH:19]=[O:18])[o:17]2)[cH:11][cH:12]1. Product: O=Cc1ncc(-c2ccc(F)cc2)o1. Starting materials: C1CCOC1, [Li]CCCC, CCOCC, Cl, Fc1ccc(-c2cnco2)cc1, CN(C)C=O.